This data is from the Open Reaction Database (ORD), a public repository of structured organic reaction records. The task is: describe an organic reaction: reactants, conditions, products, and yield The reactants are COC1=CC=C(C=C1)C(NC=1COCC([C@@](N1)(C)C1=C(C=CC(=C1)N=C(C1=CC=CC=C1)C1=CC=CC=C1)F)(F)F)(C1=CC=CC=C1)C1=CC=C(C=C1)OC ((R)—N-(bis(4-methoxyphenyl)(phenyl)methyl)-5-(5-(diphenylmethyleneamino)-2-fluorophenyl)-6,6-difluoro-5-methyl-2,5,6,7-tetrahydro-1,4-oxazepin-3-amine), Cl (hydrochloric acid). Solvent: O1CCOCC1 (dioxane). Run at temperature 23 celsius, time 3 hour. Product: NC=1C=CC(=C(C1)[C@]1(N=C(COCC1(F)F)NC(C1=CC=CC=C1)(C1=CC=C(C=C1)OC)C1=CC=C(C=C1)OC)C)F ([(R)-5-(5-amino-2-fluoro-phenyl)-6,6-difluoro-5-methyl-2,5,6,7-tetrahydro-[1,4]oxazepin-3-yl]-[bis-(4-methoxy-phenyl)-phenyl-methyl]-amine). Isolated yield 52.5%. RXN SMILES: [CH3:1][O:2][C:3]1[CH:8]=[CH:7][C:6]([C:9]([C:48]2[CH:53]=[CH:52][C:51]([O:54][CH3:55])=[CH:50][CH:49]=2)([C:42]2[CH:47]=[CH:46][CH:45]=[CH:44][CH:43]=2)[NH:10][C:11]2[CH2:12][O:13][CH2:14][C:15]([F:41])([F:40])[C@:16]([C:19]3[CH:24]=[C:23]([N:25]=C(C4C=CC=CC=4)C4C=CC=CC=4)[CH:22]=[CH:21][C:20]=3[F:39])([CH3:18])[N:17]=2)=[CH:5][CH:4]=1.Cl>O1CCOCC1>[NH2:25][C:23]1[CH:22]=[CH:21][C:20]([F:39])=[C:19]([C@:16]2([CH3:18])[C:15]([F:41])([F:40])[CH2:14][O:13][CH2:12][C:11]([NH:10][C:9]([C:48]3[CH:49]=[CH:50][C:51]([O:54][CH3:55])=[CH:52][CH:53]=3)([C:6]3[CH:7]=[CH:8][C:3]([O:2][CH3:1])=[CH:4][CH:5]=3)[C:42]3[CH:43]=[CH:44][CH:45]=[CH:46][CH:47]=3)=[N:17]2)[CH:24]=1. Reported procedure: To a solution of (R)—N-(bis(4-methoxyphenyl)(phenyl)methyl)-5-(5-(diphenylmethyleneamino)-2-fluorophenyl)-6,6-difluoro-5-methyl-2,5,6,7-tetrahydro-1,4-oxazepin-3-amine (intermediate A9A) (3.55 g, 4.8 mmol) in dioxane (100 ml) at 23° C. was added 1 M hydrochloric acid (4.8 ml, 4.8 mmol) and the mixture was stirred at 23° C. for 3 h. The reaction mixture was concentrated in vacuum and the residue was purified by silica gel flash chromatography with n-heptane/ethyl acetate to give the [(R)-5-(5-ami... Reactants: solution, CN (methylamine), C(C)(C)(C)OC(=O)N1[C@@H](C[C@H](CC1)OC=1C=C2C(=NC=NC2=CC1OC)NC1=C(C(=CC=C1)Cl)F)C(=O)O ((2S,4S)-1-(tert-butoxycarbonyl)-4-({-4-[(3-chloro-2-fluorophenyl)amino]-7-methoxyquinazolin-6-yl}oxy)piperidine-2-carboxylic acid), acetone ice, anhydride, CN1CCOCC1 (NMM). Solvent: C1CCOC1 (THF), C1CCOC1 (THF), C1CCOC1 (THF), C(Cl)Cl (DCM). Reaction conditions: time 7.5 minute. Product: ClC=1C(=C(C=CC1)NC1=NC=NC2=CC(=C(C=C12)O[C@@H]1C[C@H](N(CC1)C(=O)OC(C)(C)C)C(=O)NC)OC)F (tert-butyl (2S,4S)-4-({4-[(3-chloro-2-fluorophenyl)amino]-7-methoxyquinazolin-6-yl}oxy)-2-[(methylamino)carbonyl]piperidine-1-carboxylate). Isolated yield 100.2%. RXN SMILES: [C:1]([O:5][C:6]([N:8]1[CH2:13][CH2:12][C@H:11]([O:14][C:15]2[CH:16]=[C:17]3[C:22](=[CH:23][C:24]=2[O:25][CH3:26])[N:21]=[CH:20][N:19]=[C:18]3[NH:27][C:28]2[CH:33]=[CH:32][CH:31]=[C:30]([Cl:34])[C:29]=2[F:35])[CH2:10][C@H:9]1[C:36]([OH:38])=O)=[O:7])([CH3:4])([CH3:3])[CH3:2].[CH3:39][N:40]1CCOCC1.CN>C1COCC1.C(Cl)Cl>[Cl:34][C:30]1[C:29]([F:35])=[C:28]([NH:27][C:18]2[C:17]3[C:22](=[CH:23][C:24]([O:25][CH3:26])=[C:15]([O:14][C@H:11]4[CH2:12][CH2:13][N:8]([C:6]([O:5][C:1]([CH3:4])([CH3:3])[CH3:2])=[O:7])[C@H:9]([C:36]([NH:40][CH3:39])=[O:38])[CH2:10]4)[CH:16]=3)[N:21]=[CH:20][N:19]=2)[CH:33]=[CH:32][CH:31]=1. Procedure details: A stirred solution of (2S,4S)-1-(tert-butoxycarbonyl)-4-({-4-[(3-chloro-2-fluorophenyl)amino]-7-methoxyquinazolin-6-yl}oxy)piperidine-2-carboxylic acid (4 g, 7.31 mmol, prepared as described in Example 1) in THF (50 ml) was cooled to −15° C. (acetone/ice). NMM (1.21 ml, 11.0 mmol) was added to the solution followed by IBCF (1.24 ml, 9.51 mmol). The reaction mixture was held at −15° C. (the formation of the mixed anhydride was monitored by TLC (THF)). After 5-10 minutes, the reaction mixture was ... Reactants: CC(=O)[O-], CC(=O)[O-], CS(=O)(=O)c1ccc(B(O)O)cc1, O=C(c1ccc2[nH]c(C(=O)N3CCC(F)(F)CC3)cc2c1)N1CCN(C2CCC2)CC1, ClCCl, [Cu+2], c1ccncc1. The product is CS(=O)(=O)c1ccc(-n2c(C(=O)N3CCC(F)(F)CC3)cc3cc(C(=O)N4CCN(C5CCC5)CC4)ccc32)cc1. As a reaction SMILES: [C:54]([O-:55])(=[O:56])[CH3:57].[C:59]([O-:60])(=[O:61])[CH3:62].[CH3:32][S:33](=[O:34])(=[O:35])[c:36]1[cH:37][cH:38][c:39]([B:42]([OH:43])[OH:44])[cH:40][cH:41]1.[CH:1]1([N:5]2[CH2:6][CH2:7][N:8]([C:11](=[O:12])[c:13]3[cH:14][c:15]4[cH:16][c:17]([C:22](=[O:23])[N:24]5[CH2:25][CH2:26][C:27]([F:30])([F:31])[CH2:28][CH2:29]5)[nH:18][c:19]4[cH:20][cH:21]3)[CH2:9][CH2:10]2)[CH2:2][CH2:3][CH2:4]1.[Cl:51][CH2:52][Cl:53].[Cu+2:58].[cH:45]1[cH:46][cH:47][n:48][cH:49][cH:50]1>>[CH:1]1([N:5]2[CH2:6][CH2:7][N:8]([C:11](=[O:12])[c:13]3[cH:14][c:15]4[cH:16][c:17]([C:22](=[O:23])[N:24]5[CH2:25][CH2:26][C:27]([F:30])([F:31])[CH2:28][CH2:29]5)[n:18](-[c:39]5[cH:38][cH:37][c:36]([S:33]([CH3:32])(=[O:34])=[O:35])[cH:41][cH:40]5)[c:19]4[cH:20][cH:21]3)[CH2:9][CH2:10]2)[CH2:2][CH2:3][CH2:4]1. The reactants are N[C@@H](C)C1=NN2C(C(N1C1=CC=CC=C1)=O)=C(C=C2)C ((S)-2-(1-Aminoethyl)-5-methyl-3-phenylpyrrolo[2,1-f][1,2,4]triazin-4(3H)-one), [F-].[Cs+] (cesium fluoride), NC1=NC=NC(=C1C(=O)NC1=C(C=CC(=C1)C(N)=O)OC)Cl (4-amino-N-(5-carbamoyl-2-methoxyphenyl)-6-chloropyrimidine-5-carboxamide), CCN(C(C)C)C(C)C (DIEA). Solvent: C(C)(C)(C)O (tert-butanol), C(C)(=O)OCC (ethyl acetate). Reaction conditions: temperature 120 celsius. Product: NC1=NC=NC(=C1C(=O)NC1=C(C=CC(=C1)C(N)=O)OC)N[C@@H](C)C1=NN2C(C(N1C1=CC=CC=C1)=O)=C(C=C2)C ((S)-4-Amino-N-(5-carbamoyl-2-methoxyphenyl)-6-((1-(5-methyl-4-oxo-3-phenyl-3,4-dihydropyrrolo[2,1-f][1,2,4]triazin-2-yl)ethyl)amino)pyrimidine-5-carboxamide). The yield is 80.0%. RXN SMILES: [NH2:1][C@H:2]([C:4]1[N:9]([C:10]2[CH:15]=[CH:14][CH:13]=[CH:12][CH:11]=2)[C:8](=[O:16])[C:7]2=[C:17]([CH3:20])[CH:18]=[CH:19][N:6]2[N:5]=1)[CH3:3].[NH2:21][C:22]1[C:27]([C:28]([NH:30][C:31]2[CH:36]=[C:35]([C:37](=[O:39])[NH2:38])[CH:34]=[CH:33][C:32]=2[O:40][CH3:41])=[O:29])=[C:26](Cl)[N:25]=[CH:24][N:23]=1.CCN(C(C)C)C(C)C.[F-].[Cs+]>C(O)(C)(C)C.C(OCC)(=O)C>[NH2:21][C:22]1[C:27]([C:28]([NH:30][C:31]2[CH:36]=[C:35]([C:37](=[O:39])[NH2:38])[CH:34]=[CH:33][C:32]=2[O:40][CH3:41])=[O:29])=[C:26]([NH:1][C@H:2]([C:4]2[N:9]([C:10]3[CH:15]=[CH:14][CH:13]=[CH:12][CH:11]=3)[C:8](=[O:16])[C:7]3=[C:17]([CH3:20])[CH:18]=[CH:19][N:6]3[N:5]=2)[CH3:3])[N:25]=[CH:24][N:23]=1 |f:3.4|. Reported procedure: (S)-2-(1-Aminoethyl)-5-methyl-3-phenylpyrrolo[2,1-f][1,2,4]triazin-4(3H)-one (125 mg, 0.44 mmol), 4-amino-N-(5-carbamoyl-2-methoxyphenyl)-6-chloropyrimidine-5-carboxamide (216 mg, 0.67 mmol), DIEA (385 μl, 2.21 mmol) and cesium fluoride (134 mg, 0.88 mmol) were suspended in tert-butanol (7 ml) and the mixture was heated overnight at 120° C. in a sealed tube. The reaction mixture was diluted with ethyl acetate and washed with water and brine. After evaporation of the solvent, the residue (400 mg,... Reactants: COc1cc2c(cc1OCc1ccccc1)C(Cc1ccc(Cl)c(Cl)c1)NCC2, CO, Clc1ccccc1Cl. Yields the product COc1cc2c(cc1O)C(Cc1ccc(Cl)c(Cl)c1)NCC2. RXN SMILES: [CH2:1]([c:2]1[cH:3][cH:4][cH:5][cH:6][cH:7]1)[O:8][c:9]1[c:10]([O:28][CH3:29])[cH:11][c:12]2[c:17]([cH:18]1)[CH:16]([CH2:19][c:20]1[cH:21][c:22]([Cl:27])[c:23]([Cl:26])[cH:24][cH:25]1)[NH:15][CH2:14][CH2:13]2.[CH3:30][OH:31].[Cl:32][c:33]1[c:34]([Cl:35])[cH:36][cH:37][cH:38][cH:39]1>>[OH:8][c:9]1[c:10]([O:28][CH3:29])[cH:11][c:12]2[c:17]([cH:18]1)[CH:16]([CH2:19][c:20]1[cH:21][c:22]([Cl:27])[c:23]([Cl:26])[cH:24][cH:25]1)[NH:15][CH2:14][CH2:13]2. Starting materials: C(=O)(O)[O-].[Na+] (NaHCO3), ice, C1(=CC=CC=C1)COC1=C(C=C(C=C1)OC[C@H]1N(CCC1)C(=O)OC(C)(C)C)C(=O)NC=1C=NC=CC1 (1,1-dimethylethyl (2S)-2-[({4-[(phenylmethyl)oxy]-3-[(3-pyridinylamino)carbonyl]phenyl}oxy)methyl]-1-pyrrolidinecarboxylate), FC(C(=O)O)(F)F (trifluoroacetic acid). Run in ClCCl (dichloromethane). Reaction conditions: temperature 25 celsius, time 2 hour. Product: C1(=CC=CC=C1)COC1=C(C(=O)NC=2C=NC=CC2)C=C(C=C1)OC[C@H]1NCCC1 (2-[(Phenylmethyl)oxy]-N-3-pyridinyl-5-{[(2S)-2-pyrrolidinylmethyl]oxy}benzamide). Reaction SMILES: [C:1]1([CH2:7][O:8][C:9]2[CH:14]=[CH:13][C:12]([O:15][CH2:16][C@@H:17]3[CH2:21][CH2:20][CH2:19][N:18]3C(OC(C)(C)C)=O)=[CH:11][C:10]=2[C:29]([NH:31][C:32]2[CH:33]=[N:34][CH:35]=[CH:36][CH:37]=2)=[O:30])[CH:6]=[CH:5][CH:4]=[CH:3][CH:2]=1.FC(F)(F)C(O)=O.C([O-])(O)=O.[Na+]>ClCCl>[C:1]1([CH2:7][O:8][C:9]2[CH:14]=[CH:13][C:12]([O:15][CH2:16][C@@H:17]3[CH2:21][CH2:20][CH2:19][NH:18]3)=[CH:11][C:10]=2[C:29]([NH:31][C:32]2[CH:33]=[N:34][CH:35]=[CH:36][CH:37]=2)=[O:30])[CH:2]=[CH:3][CH:4]=[CH:5][CH:6]=1 |f:2.3|. Reported procedure: To an ice-cooled solution of 1,1-dimethylethyl (2S)-2-[({4-[(phenylmethyl)oxy]-3-[(3-pyridinylamino)carbonyl]phenyl}oxy)methyl]-1-pyrrolidinecarboxylate (may be prepared as described in Description 74; 0.6 g, 1.19 mmol) in dichloromethane (15 ml) was added trifluoroacetic acid (2.0 ml, 26 mmol) dropwise. After stirred at 25° C. for 2 h, the pH of the solution was adjusted to 7-8 by adding aqueous NaHCO3 solution. The mixture was extracted with dichloromethane. The dichloromethane layer was washe... The solvent is O1CCOCC1 (dioxane), CCOCC (ether). Reported procedure: To a stirred suspension of 1-(4-hydroxy-2-methyl-phenyl)-ethanone (15 g, 100 mmol) in dioxane (30 mL) is added water (25 mL) followed by the addition of NaOH (20 g, 500 mmol). Reaction is heated to 65° C. and passed gaseous chlorodifluoromethane (30 g, 150 mmol) using a glass tube dipped below the solution level for 75 minutes. Stirred for 30 min longer and left at RT over the weekend. Water (100 mL) and ether (40 mL) are added after transferring to a reparatory funnel. A semi-gelatinous materia... Reactants: ClC(F)F (chlorodifluoromethane), OC1=CC(=C(C=C1)C(C)=O)C (1-(4-hydroxy-2-methyl-phenyl)-ethanone), O (water), [OH-].[Na+] (NaOH), O (Water). Yields the product FC(OC1=CC(=C(C=C1)C(C)=O)C)F (1-(4-Difluoromethoxy-2-methyl-phenyl)-ethanone). Conditions: temperature 65 celsius, time 75 minute. As a reaction SMILES: [OH:1][C:2]1[CH:7]=[CH:6][C:5]([C:8](=[O:10])[CH3:9])=[C:4]([CH3:11])[CH:3]=1.O.[OH-].[Na+].Cl[CH:16]([F:18])[F:17]>O1CCOCC1.CCOCC>[F:17][CH:16]([F:18])[O:1][C:2]1[CH:7]=[CH:6][C:5]([C:8](=[O:10])[CH3:9])=[C:4]([CH3:11])[CH:3]=1 |f:2.3|. Isolated yield 80.9%. Starting materials: COCOc1ccccc1C(=O)c1ccccc1, Cc1ccccc1C(CN)c1ccccc1. Product: COCOc1ccccc1C(CN)c1ccccc1. RXN SMILES: [CH3:17][O:18][CH2:19][O:20][c:21]1[cH:22][cH:23][cH:24][cH:25][c:26]1[C:27]([c:28]1[cH:29][cH:30][cH:31][cH:32][cH:33]1)=[O:34].[c:1]1([CH:7]([CH2:8][NH2:9])[c:10]2[c:11]([CH3:16])[cH:12][cH:13][cH:14][cH:15]2)[cH:2][cH:3][cH:4][cH:5][cH:6]1>>[c:1]1([CH:7]([CH2:8][NH2:9])[c:10]2[c:11]([O:20][CH2:19][O:18][CH3:17])[cH:12][cH:13][cH:14][cH:15]2)[cH:2][cH:3][cH:4][cH:5][cH:6]1. Reactants: O[C@@H]1C=C2C=CC3=C4CC[C@@H]([C@@]4(C)CC[C@@H]3[C@]2(CC1)CO)O (3β,17β,19-trihydroxyandrosta-4,6,8(14)-triene), dichlorodicyanoquinone. Solvent: CCOCC (ether). Yields the product O[C@@H]1[C@]2(C)C(CC1)=C1C=CC3=CC(CC[C@]3(CO)[C@H]1CC2)=O (17β,19-dihydroxyandrosta-4,6,8-(14)-trien-3-one). Reaction SMILES: [OH:1][C@H:2]1[CH2:19][CH2:18][C@@:17]2([CH2:20][OH:21])[C:4]([CH:5]=[CH:6][C:7]3[C@@H:16]2[CH2:15][CH2:14][C@@:12]2([CH3:13])[C:8]=3[CH2:9][CH2:10][C@@H:11]2[OH:22])=[CH:3]1>CCOCC>[OH:22][C@H:11]1[CH2:10][CH2:9][C:8]2=[C:7]3[C@H:16]([CH2:15][CH2:14][C@:12]12[CH3:13])[C@:17]1([CH2:20][OH:21])[C:4](=[CH:3][C:2](=[O:1])[CH2:19][CH2:18]1)[CH:5]=[CH:6]3. Procedure details: A mixture of 20 mg. of 3β,17β,19-trihydroxyandrosta-4,6,8(14)-triene, 20 mg. of dichlorodicyanoquinone and 2.0 ml. of ether was shaken under nitrogen for 20 minutes. Subsequent filtration afforded the compound 17β,19-dihydroxyandrosta-4,6,8-(14)-trien-3-one, λ max 344 mμ.